From a dataset of the Open Reaction Database (ORD), a public repository of structured organic reaction records. describe an organic reaction: reactants, conditions, products, and yield The reactants are CO, CCOC(=O)c1ccc(F)cn1, [Na+], C1CCOC1, [OH-], O=C(O)CC(O)(CC(=O)O)C(=O)O. Yields the product O=C(O)c1ccc(F)cn1. As a reaction SMILES: [CH3:33][OH:34].[F:3][c:4]1[cH:5][cH:6][c:7]([C:10](=[O:11])[O:12][CH2:13][CH3:14])[n:8][cH:9]1.[Na+:2].[O:28]1[CH2:29][CH2:30][CH2:31][CH2:32]1.[OH-:1].[OH:15][C:16]([CH2:17][C:18]([C:19](=[O:20])[OH:21])([CH2:22][C:23](=[O:24])[OH:25])[OH:26])=[O:27]>>[F:3][c:4]1[cH:5][cH:6][c:7]([C:10](=[O:11])[OH:12])[n:8][cH:9]1. The reactants are C(C)OC=1C=C(C(=C(C1)C(C(=O)O)OC)F)OC1CCN(CC1)C ((RS)-[5-Ethoxy-2-fluoro-3-(1-methyl-piperidin-4-yloxy)-phenyl]-methoxy-acetic acid), NCC1=CC=C(C#N)C=C1 (4-aminomethyl benzonitrile). Product: C(#N)C1=CC=C(CNC(C(OC)C2=C(C(=CC(=C2)OCC)OC2CCN(CC2)C)F)=O)C=C1 ((RS)-N-(4-cyano-benzyl)-2-[5-ethoxy-2-fluoro-3-(1-methyl-piperidin-4-yloxy)-phenyl]-2-methoxy-acetamide). As a reaction SMILES: [CH2:1]([O:3][C:4]1[CH:5]=[C:6]([O:17][CH:18]2[CH2:23][CH2:22][N:21]([CH3:24])[CH2:20][CH2:19]2)[C:7]([F:16])=[C:8]([CH:10]([O:14][CH3:15])[C:11]([OH:13])=O)[CH:9]=1)[CH3:2].[NH2:25][CH2:26][C:27]1[CH:34]=[CH:33][C:30]([C:31]#[N:32])=[CH:29][CH:28]=1>>[C:26]([C:27]1[CH:34]=[CH:33][C:30]([CH2:31][NH:32][C:11](=[O:13])[CH:10]([C:8]2[CH:9]=[C:4]([O:3][CH2:1][CH3:2])[CH:5]=[C:6]([O:17][CH:18]3[CH2:23][CH2:22][N:21]([CH3:24])[CH2:20][CH2:19]3)[C:7]=2[F:16])[O:14][CH3:15])=[CH:29][CH:28]=1)#[N:25]. Reported procedure: (RS)-[5-Ethoxy-2-fluoro-3-(1-methyl-piperidin-4-yloxy)-phenyl]-methoxy-acetic acid was coupled with 4-aminomethyl benzonitrile according to general procedure B to give (RS)-N-(4-cyano-benzyl)-2-[5-ethoxy-2-fluoro-3-(1-methyl-piperidin-4-yloxy)-phenyl]-2-methoxy-acetamide. Colorless foam. MS 456.5 ([M+H]+)